From a dataset of the Open Reaction Database (ORD), a public repository of structured organic reaction records. describe an organic reaction: reactants, conditions, products, and yield Starting materials: C(C)OC1=C(C=C(C=C1Cl)N)NC(OC)=O (Methyl N-(2-ethoxy-3-chloro-5-aminophenyl)carbamate), C(C)N(C1=CC=CC=C1)CC (N,N-diethylaniline), ClC(=O)OC(C)C (isopropyl chloroformate), resultant mixture, resultant solution, ice water. Run in C1(=CC=CC=C1)C (toluene). Conditions: time 12 hour. Yields the product ClC=1C=C(C=C(C1OCC)NC(=O)OC)NC(OC(C)C)=O (isopropyl N-(3-chloro-4-ethoxy-5-methoxycarbonylaminophenyl)carbamate). Yield: 92.1%. As a reaction SMILES: [CH2:1]([O:3][C:4]1[C:9]([Cl:10])=[CH:8][C:7]([NH2:11])=[CH:6][C:5]=1[NH:12][C:13](=[O:16])[O:14][CH3:15])[CH3:2].C(N(CC)C1C=CC=CC=1)C.Cl[C:29]([O:31][CH:32]([CH3:34])[CH3:33])=[O:30]>C1(C)C=CC=CC=1>[Cl:10][C:9]1[CH:8]=[C:7]([NH:11][C:29](=[O:30])[O:31][CH:32]([CH3:34])[CH3:33])[CH:6]=[C:5]([NH:12][C:13]([O:14][CH3:15])=[O:16])[C:4]=1[O:3][CH2:1][CH3:2]. Procedure details: Methyl N-(2-ethoxy-3-chloro-5-aminophenyl)carbamate (1.39 g) and N,N-diethylaniline (0.85 g) were dissolved in toluene (15 ml). To the resultant solution was dropwise added isopropyl chloroformate (0.70 g) in 5 minutes under ice-cooling. The resultant mixture was allowed to stand at room temperature for 12 hours, poured into ice-water and extracted with ethyl acetate. The extract was washed with water, dried over magnesium sulfate and concentrated under reduced pressure. The reside was purified ... The reactants are [Cl-].[K+] (potassium chloride), C[Si](CCCCCCCC)(CCCCCCCC)CCCCCCCC (methyltrioctylsilane), C[Si](CCCCCCCC)(CCCCCCCC)CCCCCCCC (methyltrioctylsilane), C(CCCCCCC)[Al](CCCCCCCC)CCCCCCCC (tri-n-octylaluminum), C[Si](Cl)(Cl)Cl (methyltrichlorosilane), [Cl-].[Na+] (sodium chloride). Yields the product C[SiH](CCCCCCCC)CCCCCCCC (methyldioctylsilane). RXN SMILES: [Cl-].[K+].C([Al](CCCCCCCC)CCCCCCCC)CCCCCCC.C[Si](Cl)(Cl)Cl.[CH3:33][Si:34](CCCCCCCC)([CH2:43][CH2:44][CH2:45][CH2:46][CH2:47][CH2:48][CH2:49][CH3:50])[CH2:35][CH2:36][CH2:37][CH2:38][CH2:39][CH2:40][CH2:41][CH3:42].[Cl-].[Na+]>>[CH3:33][SiH:34]([CH2:35][CH2:36][CH2:37][CH2:38][CH2:39][CH2:40][CH2:41][CH3:42])[CH2:43][CH2:44][CH2:45][CH2:46][CH2:47][CH2:48][CH2:49][CH3:50] |f:0.1,5.6|. Procedure details: Utilizing the apparatus of Examples 1-5, 100 millimoles of potassium chloride, 100 millimoles of tri-n-octylaluminum, and 98 millimoles of methyltrichlorosilane were reacted at 180° C. for 4 hours. The analyses utilized in Examples 1-5 revealed that only 8.3% mole percent methyltrioctylsilane was produced as compared with 63-66 mole percent methyltrioctylsilane that was produced using comparable conditions but adding sodium chloride (compare Examples 8 and 9 from Table II). The major product, me... The reactants are S(O)(O)(=O)=O (sulfuric acid), C(C)O (ethanol), C(#N)C1=CC=C(C(=O)O)C=C1 (4-cyanobenzoic acid). Product: C(#N)C1=CC=C(C(=O)OCC)C=C1 (Ethyl 4-cyanobenzoate). Isolated yield 3.0%. As a reaction SMILES: [C:1]([C:3]1[CH:11]=[CH:10][C:6]([C:7]([OH:9])=[O:8])=[CH:5][CH:4]=1)#[N:2].S(=O)(=O)(O)O.[CH2:17](O)[CH3:18]>>[C:1]([C:3]1[CH:11]=[CH:10][C:6]([C:7]([O:9][CH2:17][CH3:18])=[O:8])=[CH:5][CH:4]=1)#[N:2]. Procedure details: To a 250 mL round bottom flask charged with 4-cyanobenzoic acid (19.36 g, 0.13 mol) in abs. ethanol (100 mL) was added concentrated sulfuric acid (3 mL). This mixture was heated to reflux for a period of 28 h, then allowed to cool to room temperature overnight. The solvent was removed via rotary evaporation and the resulting off-white residue was taken up in diethyl ether (500 mL). This was then washed with saturated sodium bicarbonate/water solution (5×100 mL), then brine (1×100 mL), and dried ... Starting materials: CCOCC (ether), C[Si](C)(C)Cl (Trimethylsilyl chloride), [I-].[Na+] (sodium iodide), C(C)C1=C(C(=NC=C1)F)NC(OC(C)(C)C)=O (t-butyl N-(4-ethyl-2-fluoro-3-pyridyl)carbamate). Solvent: C(C)#N (acetonitrile). Product: NC=1C(=NC=CC1CC)F (3-Amino-4-ethyl-2-fluoropyridine). Reaction SMILES: C[Si](Cl)(C)C.[I-].[Na+].[CH2:8]([C:10]1[CH:15]=[CH:14][N:13]=[C:12]([F:16])[C:11]=1[NH:17]C(=O)OC(C)(C)C)[CH3:9].CCOCC>C(#N)C>[NH2:17][C:11]1[C:12]([F:16])=[N:13][CH:14]=[CH:15][C:10]=1[CH2:8][CH3:9] |f:1.2|. Procedure details: Trimethylsilyl chloride (2.2 g, (0.18 mmol) and sodium iodide (2.7 g, 0.18 mmol) were added to a solution of 3.6 g (0.15 mmol) of t-butyl N-(4-ethyl-2-fluoro-3-pyridyl)carbamate in 50 mL of dry acetonitrile with stirring at ambient temperature. After 2 hours the mixture was poured into ether and the resulting solution was washed with dilute aqueous sodium bisulfite, dried over magnesium sulfate, and filtered. The liltrate was concentrated by evaporation under reduced pressure to obtain an oil. T... The reactants are CC(=O)O, Cc1nc2c(N)ccc(Br)c2o1, O=C1C=CC(=O)O1. Product: Cc1nc2c(N3C(=O)C=CC3=O)ccc(Br)c2o1. As a reaction SMILES: [CH3:20][C:21](=[O:22])[OH:23].[NH2:1][c:2]1[cH:3][cH:4][c:5]([Br:12])[c:6]2[c:7]1[n:8][c:9]([CH3:11])[o:10]2.[O:13]=[C:14]1[O:15][C:16](=[O:17])[CH:18]=[CH:19]1>>[N:1]1([c:2]2[cH:3][cH:4][c:5]([Br:12])[c:6]3[c:7]2[n:8][c:9]([CH3:11])[o:10]3)[C:14](=[O:13])[CH:19]=[CH:18][C:16]1=[O:15]. The reactants are NC=1C(=NC=C(C1)CC1=CC=CC=C1)C(=O)OCC (ethyl 3-amino-5-benzylpyridine-2-carboxylate), ClC(CC(=O)OC)=O (methyl 3-chloro-3-oxopropionate). Product: C(C1=CC=CC=C1)C1=CN=C2C(=C(C(NC2=C1)=O)C(=O)OC)O (Methyl 7-benzyl-4-hydroxy-2-oxo-1,2-dihydro-1,5-naphthyridine-3-carboxylate). RXN SMILES: [NH2:1][C:2]1[C:3]([C:15]([O:17]CC)=O)=[N:4][CH:5]=[C:6]([CH2:8][C:9]2[CH:14]=[CH:13][CH:12]=[CH:11][CH:10]=2)[CH:7]=1.Cl[C:21](=[O:27])[CH2:22][C:23]([O:25][CH3:26])=[O:24]>>[CH2:8]([C:6]1[CH:7]=[C:2]2[C:3]([C:15]([OH:17])=[C:22]([C:23]([O:25][CH3:26])=[O:24])[C:21](=[O:27])[NH:1]2)=[N:4][CH:5]=1)[C:9]1[CH:10]=[CH:11][CH:12]=[CH:13][CH:14]=1. Reported procedure: This compound was prepared from ethyl 3-amino-5-benzylpyridine-2-carboxylate and methyl 3-chloro-3-oxopropionate employing methods similar to those described in Example 1, Steps 10-11. The product was obtained as a tan solid: 1H NMR (d6-DMSO) δ 11.9 (1H, br), 11.59 (1H, s), 8.46 (1H, d, J=1.6 Hz), 7.43 (1H, d, J=1.6 Hz), 7.33-7.20 (5H, m), 4.11 (2H, s), 3.74 (3H, s); HRMS calcd for C17H14N2O4+H+: 311.1032. Found: 311.1025. The reactants are C(#N)C=1C=C(C2=C(N=C(O2)C2=CC=C(C(=O)OC)C=C2)C1)C (Methyl 4-(5-cyano-7-methyl-1,3-benzoxazol-2-yl)benzoate), C(#N)C=1C=C(C2=C(N=C(O2)C2=CC=C(C(=O)OC)C=C2)C1)C (Methyl 4-(5-cyano-7-methyl-1,3-benzoxazol-2-yl)benzoate), [OH-].[Li+] (lithium hydroxide), O1CCCC1 (tetrahydrofuran), CO (methanol). Reaction conditions: time 8 hour. RXN SMILES: [C:1]([C:3]1[CH:4]=[C:5]([CH3:22])[C:6]2[O:10][C:9]([C:11]3[CH:20]=[CH:19][C:14]([C:15]([O:17]C)=[O:16])=[CH:13][CH:12]=3)=[N:8][C:7]=2[CH:21]=1)#[N:2].[OH-].[Li+:24].O1CCCC1.CO>O>[C:1]([C:3]1[CH:4]=[C:5]([CH3:22])[C:6]2[O:10][C:9]([C:11]3[CH:12]=[CH:13][C:14]([C:15]([O-:17])=[O:16])=[CH:19][CH:20]=3)=[N:8][C:7]=2[CH:21]=1)#[N:2].[Li+:24] |f:1.2,6.7|. Procedure: Methyl 4-(5-cyano-7-methyl-1,3-benzoxazol-2-yl)benzoate (134 mg, INTERMEDIATE 22) and lithium hydroxide (22 mg) were combined in 10 ml of a 1:1:1 mixture of tetrahydrofuran, methanol, and water. The solution was stirred overnight. The solvents were removed in vacuo to provide the desired intermediate, lithium 4-(5-cyano-7-methyl-1,3-benzoxazol-2-yl)benzoate, as an off-white solid (140 mg). Mass spectrum (ESI) 279.0 (M+1). To a solution of lithium 4-(5-cyano-7-methyl-1,3-benzoxazol-2-yl)benzoate ... The product is desired intermediate, C(#N)C=1C=C(C2=C(N=C(O2)C2=CC=C(C(=O)[O-])C=C2)C1)C.[Li+] (lithium 4-(5-cyano-7-methyl-1,3-benzoxazol-2-yl)benzoate). Solvent: O (water). Reactants: C(C)(C)(C)OC(=O)NC(COC1=NOC2=C1C=CC=C2)COC=2C=NC=CC2 (3-[2-tert-butoxycarbonylamino-3-(3-pyridyloxy)propoxy]-1,2-benzoisoxazole), O1CCOCC1 (dioxane), Cl (hydrogen chloride). The solvent is CO (methanol). The product is Cl.Cl.NC(COC1=NOC2=C1C=CC=C2)COC=2C=NC=CC2 (3-[2-amino-3-(3-pyridyloxy)propoxy]-1,2-benzoisoxazole dihydrochloride). As a reaction SMILES: C(OC([NH:8][CH:9]([CH2:21][O:22][C:23]1[CH:24]=[N:25][CH:26]=[CH:27][CH:28]=1)[CH2:10][O:11][C:12]1[C:16]2[CH:17]=[CH:18][CH:19]=[CH:20][C:15]=2[O:14][N:13]=1)=O)(C)(C)C.O1CCOCC1.[ClH:35]>CO>[ClH:35].[ClH:35].[NH2:8][CH:9]([CH2:21][O:22][C:23]1[CH:24]=[N:25][CH:26]=[CH:27][CH:28]=1)[CH2:10][O:11][C:12]1[C:16]2[CH:17]=[CH:18][CH:19]=[CH:20][C:15]=2[O:14][N:13]=1 |f:4.5.6|. Reported procedure: To a solution of 0.30 g of 3-[2-tert-butoxycarbonylamino-3-(3-pyridyloxy)propoxy]-1,2-benzoisoxazole in 5 ml of methanol is added 1 ml of a dioxane solution (3.2N) of hydrogen chloride at room temperature, and they are subjected to reaction at the same temperature for two hours, after which the crystals precipitated are collected by filtration, to obtain 0.24 g of colorless, crystalline 3-[2-amino-3-(3-pyridyloxy)propoxy]-1,2-benzoisoxazole dihydrochloride having a melting point of 216.8°-218.9°...